Dataset: the Open Reaction Database (ORD), a public repository of structured organic reaction records. Task: describe an organic reaction: reactants, conditions, products, and yield Procedure: A solution of (S)-1-[4-((S)-4-hydroxy-6-aza-spiro[2.5]oct-6-yl)-butyl]-3-methyl-piperazin-2-one (intermediate 27; 50 mg, 0.17 mmol) and biphenyl-3-ylcarbamic acid phenyl ester (PCT Int. Appl. WO20050443810; 49 mg, 0.17 mmol) in acetonitrile (1 mL) was stirred at room temperature for 72 h, then concentrated under vacuum. Chromatography (SiO2; dichloro-methane/methanol/25% aq. ammonia solution 90:10:0.25) furnished the title compound (69 mg, 83%). White foam, MS (ISP)=491.3 (M+H)+. The reactants are O[C@H]1C2(CC2)CCN(C1)CCCCN1C([C@@H](NCC1)C)=O ((S)-1-[4-((S)-4-hydroxy-6-aza-spiro[2.5]oct-6-yl)-butyl]-3-methyl-piperazin-2-one), O[C@H]1C2(CC2)CCN(C1)CCCCN1C([C@@H](NCC1)C)=O ((S)-1-[4-((S)-4-hydroxy-6-aza-spiro[2.5]oct-6-yl)-butyl]-3-methyl-piperazin-2-one), C1(=CC=CC=C1)OC(NC=1C=C(C=CC1)C1=CC=CC=C1)=O (biphenyl-3-ylcarbamic acid phenyl ester). Reaction SMILES: [OH:1][C@@H:2]1[CH2:9][N:8]([CH2:10][CH2:11][CH2:12][CH2:13][N:14]2[CH2:19][CH2:18][NH:17][C@@H:16]([CH3:20])[C:15]2=[O:21])[CH2:7][CH2:6][C:3]21[CH2:5][CH2:4]2.C1([O:28][C:29](=O)[NH:30][C:31]2[CH:32]=[C:33]([C:37]3[CH:42]=[CH:41][CH:40]=[CH:39][CH:38]=3)[CH:34]=[CH:35][CH:36]=2)C=CC=CC=1>C(#N)C>[C:33]1([C:37]2[CH:38]=[CH:39][CH:40]=[CH:41][CH:42]=2)[CH:34]=[CH:35][CH:36]=[C:31]([NH:30][C:29]([N:17]2[CH2:18][CH2:19][N:14]([CH2:13][CH2:12][CH2:11][CH2:10][N:8]3[CH2:7][CH2:6][C:3]4([CH2:4][CH2:5]4)[C@H:2]([OH:1])[CH2:9]3)[C:15](=[O:21])[C@@H:16]2[CH3:20])=[O:28])[CH:32]=1. The solvent is C(C)#N (acetonitrile). Isolated yield 82.7%. The product is C1(=CC(=CC=C1)NC(=O)N1[C@H](C(N(CC1)CCCCN1C[C@H](C2(CC2)CC1)O)=O)C)C1=CC=CC=C1 ((S)-4-[4-((S)-4-Hydroxy-6-aza-spiro[2.5]oct-6-yl)-butyl]-2-methyl-3-oxo-piperazine-1-carboxylic acid biphenyl-3-ylamide).